This data is from the Open Reaction Database (ORD), a public repository of structured organic reaction records. The task is: describe an organic reaction: reactants, conditions, products, and yield The reactants are CCCC[Sn](CI)(CCCC)CCCC, CCOC(C)=O, CN(C)CCO, [H-], [Na+], C1CCOC1, O. Product: CCCC[Sn](CCCC)(CCCC)COCCN(C)C. Reaction SMILES: [CH2:14]([CH2:15][CH2:16][CH3:17])[Sn:18]([CH2:19][I:20])([CH2:21][CH2:22][CH2:23][CH3:24])[CH2:25][CH2:26][CH2:27][CH3:28].[CH3:29][CH2:30][O:31][C:32](=[O:33])[CH3:34].[CH3:8][N:9]([CH2:10][CH2:11][OH:12])[CH3:13].[H-:1].[Na+:2].[O:3]1[CH2:4][CH2:5][CH2:6][CH2:7]1.[OH2:35]>>[CH3:8][N:9]([CH2:10][CH2:11][O:12][CH2:19][Sn:18]([CH2:14][CH2:15][CH2:16][CH3:17])([CH2:21][CH2:22][CH2:23][CH3:24])[CH2:25][CH2:26][CH2:27][CH3:28])[CH3:13].